This data is from the Open Reaction Database (ORD), a public repository of structured organic reaction records. The task is: describe an organic reaction: reactants, conditions, products, and yield Reactants: [N+](=O)([O-])C1=CC=C(C=C1)N1CCN2C1=NC=1C2=NC=CC1 (1-(4-nitrophenyl)-2,3-dihydro-1H-imidazo[2′,1′:2,3]imidazo[4,5-b]pyridine). Reagents/catalysts: [Pd] (palladium on carbon). The solvent is CO (MeOH). Reaction conditions: time 1 day. Product: N1(CCN2C1=NC=1C2=NC=CC1)C1=CC=C(N)C=C1 (4-(2,3-dihydro-1H-imidazo[2′,1′:2,3]imidazo[4,5-b]pyridin-1-yl)aniline). Isolated yield 79.0%. RXN SMILES: [N+:1]([C:4]1[CH:9]=[CH:8][C:7]([N:10]2[C:14]3=[N:15][C:16]4[C:17](=[N:18][CH:19]=[CH:20][CH:21]=4)[N:13]3[CH2:12][CH2:11]2)=[CH:6][CH:5]=1)([O-])=O>[Pd].CO>[N:10]1([C:7]2[CH:6]=[CH:5][C:4]([NH2:1])=[CH:9][CH:8]=2)[C:14]2=[N:15][C:16]3[C:17](=[N:18][CH:19]=[CH:20][CH:21]=3)[N:13]2[CH2:12][CH2:11]1. Reported procedure: A mixture of 1-(4-nitrophenyl)-2,3-dihydro-1H-imidazo[2′,1′:2,3]imidazo[4,5-b]pyridine (1.7 g) and 10% palladium on carbon (50% wet, 1.0 g) in MeOH (150 mL) was hydrogenated under balloon pressure at room temperature for 1 day. The catalyst was removed by filtration and the filtrate was concentrated under reduced pressure to give the title compound (1.2 g). Reactants: NC1=NC2=NC(=CC=C2C=C1)Cl (2-amino-7-chloro-1,8-naphthyridine), COC=1C=C(C=CC1)O (3-methoxyphenol), [OH-].[K+] (potassium hydroxide). The solvent is C(C)O (ethanol). Reaction conditions: temperature 4 celsius. Yields the product NC1=NC2=NC(=CC=C2C=C1)OC1=CC(=CC=C1)OC (2-Amino-7-(3-methoxyphenoxy)-1,8-naphthyridine). Isolated yield 66.3%. Reaction SMILES: [NH2:1][C:2]1[CH:11]=[CH:10][C:9]2[C:4](=[N:5][C:6](Cl)=[CH:7][CH:8]=2)[N:3]=1.[CH3:13][O:14][C:15]1[CH:16]=[C:17]([OH:21])[CH:18]=[CH:19][CH:20]=1.[OH-].[K+]>C(O)C>[NH2:1][C:2]1[CH:11]=[CH:10][C:9]2[C:4](=[N:5][C:6]([O:21][C:17]3[CH:18]=[CH:19][CH:20]=[C:15]([O:14][CH3:13])[CH:16]=3)=[CH:7][CH:8]=2)[N:3]=1 |f:2.3|. Reported procedure: The procedure is similar to that described in Example 4, but starting with 2-amino-7-chloro-1,8-naphthyridine (17.95 g), 3-methoxyphenol (49.6 g) and potassium hydroxide pellets (13.2 g; 85% purity). After treatment with caustic soda and washing, the product produced (23.8 g; m.p. 156° C.) is dissolved in boiling ethanol (200 cc). After 18 hours' cooling at 4° C., the crystallised solid is separated by filtration, washed with ethanol (10 cc) and dried at 40° C. under reduced pressure (0.067 kPa)...